This data is from the Open Reaction Database (ORD), a public repository of structured organic reaction records. The task is: describe an organic reaction: reactants, conditions, products, and yield The reactants are O=C(Cl)c1ccc(NC(=O)c2ccccc2Cl)cc1, c1ccncc1, c1ccc2c(c1)NCCc1cncnc1-2. Product: O=C(Nc1ccc(C(=O)N2CCc3cncnc3-c3ccccc32)cc1)c1ccccc1Cl. As a reaction SMILES: [Cl:1][c:2]1[c:3]([C:4](=[O:5])[NH:6][c:7]2[cH:8][cH:9][c:10]([C:11](=[O:12])[Cl:13])[cH:14][cH:15]2)[cH:16][cH:17][cH:18][cH:19]1.[cH:35]1[cH:36][cH:37][n:38][cH:39][cH:40]1.[n:20]1[cH:21][n:22][cH:23][c:24]2[c:30]1-[c:29]1[c:28]([cH:34][cH:33][cH:32][cH:31]1)[NH:27][CH2:26][CH2:25]2>>[Cl:1][c:2]1[c:3]([C:4](=[O:5])[NH:6][c:7]2[cH:8][cH:9][c:10]([C:11](=[O:12])[N:27]3[CH2:26][CH2:25][c:24]4[cH:23][n:22][cH:21][n:20][c:30]4-[c:29]4[c:28]3[cH:34][cH:33][cH:32][cH:31]4)[cH:14][cH:15]2)[cH:16][cH:17][cH:18][cH:19]1. Starting materials: C(C)OC(CCC(=CC=1OC(=CC1)C(=O)OCC1=CC=CC=C1)C(=O)OC(C)(C)C)=O (5-[5-(benzyloxycarbonyl)furan-2-yl]-4-tert-butoxycarbonyl-4-pentenoic acid ethyl ester). Reagents/catalysts: [Pd] (palladium/carbon). Solvent: C(C)O (ethanol). Run at time 1 hour. Yields the product C(C)(C)(C)OC(=O)C(CC1=CC=C(O1)C(=O)O)CCC(=O)OCC (5-[2-(tert-butoxycarbonyl)-5-ethoxy-5-oxopentyl]furan-2-carboxylic acid). As a reaction SMILES: [CH2:1]([O:3][C:4](=[O:31])[CH2:5][CH2:6][C:7]([C:24]([O:26][C:27]([CH3:30])([CH3:29])[CH3:28])=[O:25])=[CH:8][C:9]1[O:10][C:11]([C:14]([O:16]CC2C=CC=CC=2)=[O:15])=[CH:12][CH:13]=1)[CH3:2]>C(O)C.[Pd]>[C:27]([O:26][C:24]([CH:7]([CH2:6][CH2:5][C:4]([O:3][CH2:1][CH3:2])=[O:31])[CH2:8][C:9]1[O:10][C:11]([C:14]([OH:16])=[O:15])=[CH:12][CH:13]=1)=[O:25])([CH3:30])([CH3:29])[CH3:28]. Procedure: 5-[5-(Benzyloxycarbonyl)furan-2-yl]-4-tert-butoxycarbonyl-4-pentenoic acid ethyl ester obtained in step 2 was dissolved in ethanol (5 mL), a catalytic amount of 10% palladium/carbon was added, and the mixture was stirred at room temperature for 1 hour under a hydrogen atmosphere. The reaction mixture was filtered through celite, and the filtrate was concentrated under reduced pressure to give the title compound (82 mg). Reactants: C(C)(C)(C)OC(=O)N[C@@H]1CN(C[C@@H]1C)C1=C(C=C2C(C(=CN(C2=C1Cl)CCF)C(=O)O)=O)F (7-(cis-3-t-butoxycarbonylamino-4-methyl-1-pyrrolidinyl)-8-chloro-6-fluoro-1-(2-fluoroethyl)-1,4-dihydro-4-oxo-3-quinolinecarboxylic acid), N (ammonia). Solvent: CO (methanol), Cl (hydrochloric acid). Reaction conditions: time 30 minute. The product is N[C@@H]1CN(C[C@@H]1C)C1=C(C=C2C(C(=CN(C2=C1Cl)CCF)C(=O)O)=O)F (7-(cis-3-Amino-4-methyl-1-pyrrolidinyl)-8-chloro-6-fluoro-1-(2-fluoroethyl)-1,4-dihydro-4-oxo-3-quinolinecarboxylic acid). Yield: 48.4%. As a reaction SMILES: C(OC([NH:8][C@H:9]1[C@@H:13]([CH3:14])[CH2:12][N:11]([C:15]2[C:24]([Cl:25])=[C:23]3[C:18]([C:19](=[O:32])[C:20]([C:29]([OH:31])=[O:30])=[CH:21][N:22]3[CH2:26][CH2:27][F:28])=[CH:17][C:16]=2[F:33])[CH2:10]1)=O)(C)(C)C.N>CO.Cl>[NH2:8][C@H:9]1[C@@H:13]([CH3:14])[CH2:12][N:11]([C:15]2[C:24]([Cl:25])=[C:23]3[C:18]([C:19](=[O:32])[C:20]([C:29]([OH:31])=[O:30])=[CH:21][N:22]3[CH2:26][CH2:27][F:28])=[CH:17][C:16]=2[F:33])[CH2:10]1. Reported procedure: A mixture of 7-(cis-3-t-butoxycarbonylamino-4-methyl-1-pyrrolidinyl)-8-chloro-6-fluoro-1-(2-fluoroethyl)-1,4-dihydro-4-oxo-3-quinolinecarboxylic acid (0.13 g) in methanol (1.5 ml) and concentrated hydrochloric acid (1.5 ml) was stirred at room temperature for 30 minutes. The reacting mixture was neutralized with concentrated aqueous ammonia and then cooled. The resulting precipitate was collected by filtration and washed with water, methanol and ether successively to give the title compound (0.0... The reactants are [Si](C)(C)(C(C)(C)C)OC=1C=CC(=NC1)CC(=O)OC (methyl 2-(5-((tert-butyldimethylsilyl)oxy)pyridin-2-yl)acetate), C(=O)([O-])[O-].[Cs+].[Cs+] (Cs2CO3), BrCCOC (1-bromo-2-methoxyethane). Run in CC#N (MeCN). Yields the product COCCOC=1C=CC(=NC1)CC(=O)OC (methyl 2-(5-(2-methoxyethoxy)pyridin-2-yl)acetate). RXN SMILES: [Si]([O:8][C:9]1[CH:10]=[CH:11][C:12]([CH2:15][C:16]([O:18][CH3:19])=[O:17])=[N:13][CH:14]=1)(C(C)(C)C)(C)C.C([O-])([O-])=O.[Cs+].[Cs+].Br[CH2:27][CH2:28][O:29][CH3:30]>CC#N>[CH3:30][O:29][CH2:28][CH2:27][O:8][C:9]1[CH:10]=[CH:11][C:12]([CH2:15][C:16]([O:18][CH3:19])=[O:17])=[N:13][CH:14]=1 |f:1.2.3|. Procedure details: To a stirred solution of methyl 2-(5-((tert-butyldimethylsilyl)oxy)pyridin-2-yl)acetate (500 mg, 3 mmol) in MeCN was added Cs2CO3 (1.4 g, 4.5 mmol) followed by 1-bromo-2-methoxyethane (621 mg, 4.5 mmol) at room temperature. The whole mixture was heated to 80° overnight. LC-MS showed desired product. It was filtered, evaporated and purified by a standard method. The reagents and catalysts are [Pt] (platinum), O=[Os](=O)(=O)=O (OsO4). Procedure: A divided glass H-cell, as described in example 6.1 but smaller in size (50 ml in anode and cathode compartment), is charged in the cathode with 40 mL, 5% H3Po4 solution and in the anode with K2CO3 (4.1 g, 30 mmol), H2O (25 mL), t-BuOH (25 mL), chiral ligand, PHAL-DHQD (390 mg, 0.5 mmol), OsO4 (0.196M in toluene, 2.6 mL, 0.5 mmol) and finally α-methylstyrene (1.2 g, 10 mmol). The mixture is electrolyzed at 20° C. and 0.5 V (vs Ag/AgCl) working potential using platinum foils as the anode and cath... Solvent: CC(C)(C)O (t-BuOH). Reactants: Ag AgCl, H3Po4, C(=O)([O-])[O-].[K+].[K+] (K2CO3), O (H2O), PHAL-DHQD, CC(=C)C1=CC=CC=C1 (α-methylstyrene). Yields the product C1(=CC=CC=C1)[C@@](CO)(C)O ((R)-2-phenyl-1.2-propanediol). RXN SMILES: C([O-])([O-])=[O:2].[K+].[K+].[OH2:7].[CH3:8][C:9]([C:11]1[CH:16]=[CH:15][CH:14]=[CH:13][CH:12]=1)=[CH2:10]>O=[Os](=O)(=O)=O.[Pt].CC(O)(C)C>[C:11]1([C@:9]([OH:2])([CH3:8])[CH2:10][OH:7])[CH:16]=[CH:15][CH:14]=[CH:13][CH:12]=1 |f:0.1.2|. Reactants: NC1=C(C=CC(=C1)S(=O)(=O)C)NCC1CC1 (2-amino-1-(N-cyclopropylmethylamino)-4-(methylsulfonyl)benzene), Cl (hydrogen chloride), C1(CC1)CN1C(=NC2=C1C=CC(=C2)S(=O)(=O)C)CC(C)(C)C (1-(cyclopropylmethyl)-2-(2,2-dimethylpropyl)-5-(methylsulfonyl)-1H-benzimidazole). Run in C(C)(=O)OCC (ethyl acetate), C(C)(=O)OCC (ethyl acetate). Yields the product Cl.C1(CC1)CN1C(=NC2=C1C=CC(=C2)S(=O)(=O)C)CC(C)(C)C (1-(Cyclopropylmethyl)-2-(2,2-dimethylpropyl)-5-(methylsulfonyl)-1H-benzimidazole hydrochloride). Reaction SMILES: NC1C=C(S(C)(=O)=O)C=CC=1NCC1CC1.[CH:17]1([CH2:20][N:21]2[C:25]3[CH:26]=[CH:27][C:28]([S:30]([CH3:33])(=[O:32])=[O:31])=[CH:29][C:24]=3[N:23]=[C:22]2[CH2:34][C:35]([CH3:38])([CH3:37])[CH3:36])[CH2:19][CH2:18]1.[ClH:39]>C(OCC)(=O)C>[ClH:39].[CH:17]1([CH2:20][N:21]2[C:25]3[CH:26]=[CH:27][C:28]([S:30]([CH3:33])(=[O:31])=[O:32])=[CH:29][C:24]=3[N:23]=[C:22]2[CH2:34][C:35]([CH3:38])([CH3:37])[CH3:36])[CH2:18][CH2:19]1 |f:4.5|. Reported procedure: The title compound was prepared according to the procedure described in Step F of Example 1 using 2-amino-1-(N-cyclopropylmethylamino)-4-(methylsulfonyl)benzene instead of 2-amino-1-(N-cyclopropylmethylamino)-4-(isopropylsulfonyl)benzene. Obtained 1-(cyclopropylmethyl)-2-(2,2-dimethylpropyl)-5-(methylsulfonyl)-1H-benzimidazole was dissolved in ethyl acetate and to the solution was added 4 N hydrogen chloride in ethyl acetate. Precipitate was collected by filtration to afford the title compound a... Starting materials: O.C1(=CC=C(C=C1)S(=O)(=O)O)C (p-Toluenesulfonic acid monohydrate), ClC=1SC(=C(C1C(=O)N[C@@H](C)C1=CC=C(C(=O)OC)C=C1)C(OC1OCCCC1)C1=CC(=CC=C1)Cl)Cl (methyl 4-{(1S)-1-[({2,5-dichloro-4-[(3-chlorophenyl)(tetrahydro-2H-pyran-2-yloxy)methyl]-3-thienyl}carbonyl)amino]ethyl}benzoate). Solvent: CO (MeOH). Run at time 1.5 hour. Yields the product ClC=1SC(=C(C1C(=O)N[C@@H](C)C1=CC=C(C(=O)OC)C=C1)C(O)C1=CC(=CC=C1)Cl)Cl (methyl 4-{(1S)-1-[({2,5-dichloro-4-[(3-chlorophenyl)(hydroxy)methyl]-3-thienyl}carbonyl)amino]ethyl}benzoate). Reaction SMILES: O.C1(C)C=CC(S(O)(=O)=O)=CC=1.[Cl:13][C:14]1[S:15][C:16]([Cl:49])=[C:17]([CH:34]([C:42]2[CH:47]=[CH:46][CH:45]=[C:44]([Cl:48])[CH:43]=2)[O:35]C2CCCCO2)[C:18]=1[C:19]([NH:21][C@H:22]([C:24]1[CH:33]=[CH:32][C:27]([C:28]([O:30][CH3:31])=[O:29])=[CH:26][CH:25]=1)[CH3:23])=[O:20]>CO>[Cl:13][C:14]1[S:15][C:16]([Cl:49])=[C:17]([CH:34]([C:42]2[CH:47]=[CH:46][CH:45]=[C:44]([Cl:48])[CH:43]=2)[OH:35])[C:18]=1[C:19]([NH:21][C@H:22]([C:24]1[CH:25]=[CH:26][C:27]([C:28]([O:30][CH3:31])=[O:29])=[CH:32][CH:33]=1)[CH3:23])=[O:20] |f:0.1|. Procedure details: p-Toluenesulfonic acid monohydrate (6.00 mg, 0.0338 mmol) was added to methyl 4-{(1S)-1-[({2,5-dichloro-4-[(3-chlorophenyl)(tetrahydro-2H-pyran-2-yloxy)methyl]-3-thienyl}carbonyl)amino]ethyl}benzoate from Example 8, Step 4 (197 mg, 0.338 mmol) in MeOH (2 mL). After 1.5 h, the reaction mixture was quenched with 5% aq. NaHCO3 and extracted with EtOAc. The combined organics were washed with 5% aq. NaHCO3, water and brine, dried (Na2SO4) and concentrated. The crude product was purified by Combi Flas... Reactants: [BH4-], CCCCOCCCC, C1CCOC1, CC(C)(C#N)N1CCCCC1, CO, [Li]c1ccccc1, CN(C)C1(C(N)c2ccccc2)CCCC1, [Na+]. Yields the product CC(C)(C(N)c1ccccc1)N1CCCCC1. As a reaction SMILES: [BH4-:19].[CH2:37]([O:38][CH2:39][CH2:40][CH2:41][CH3:42])[CH2:43][CH2:44][CH3:45].[CH2:46]1[O:47][CH2:48][CH2:49][CH2:50]1.[CH3:1][C:2]([C:3]#[N:4])([CH3:5])[N:6]1[CH2:7][CH2:8][CH2:9][CH2:10][CH2:11]1.[CH3:51][OH:52].[Li:12][c:13]1[cH:14][cH:15][cH:16][cH:17][cH:18]1.[NH2:21][CH:22]([c:23]1[cH:24][cH:25][cH:26][cH:27][cH:28]1)[C:29]1([N:30]([CH3:31])[CH3:32])[CH2:33][CH2:34][CH2:35][CH2:36]1.[Na+:20]>>[CH3:1][C:2]([CH:3]([NH2:4])[c:13]1[cH:14][cH:15][cH:16][cH:17][cH:18]1)([CH3:5])[N:6]1[CH2:7][CH2:8][CH2:9][CH2:10][CH2:11]1.